Dataset: the Open Reaction Database (ORD), a public repository of structured organic reaction records. Task: describe an organic reaction: reactants, conditions, products, and yield The reactants are O=C([O-])[O-], COC=C(C(=O)OC)c1ccccc1Oc1cc(S(C)(=O)=O)ncn1, [K+], [K+], O=[N+]([O-])c1ccc(CO)cc1, CN(C)C=O, O. Product: COC=C(C(=O)OC)c1ccccc1Oc1cc(OCc2ccc([N+](=O)[O-])cc2)ncn1. As a reaction SMILES: [C:12](=[O:13])([O-:14])[O-:15].[CH3:18][S:19](=[O:20])(=[O:21])[c:22]1[cH:23][c:24]([O:28][c:29]2[c:30]([C:35]([C:36](=[O:37])[O:38][CH3:39])=[CH:40][O:41][CH3:42])[cH:31][cH:32][cH:33][cH:34]2)[n:25][cH:26][n:27]1.[K+:16].[K+:17].[N+:1](=[O:2])([O-:3])[c:4]1[cH:5][cH:6][c:7]([CH2:8][OH:9])[cH:10][cH:11]1.[O:44]=[CH:45][N:46]([CH3:47])[CH3:48].[OH2:43]>>[N+:1](=[O:2])([O-:3])[c:4]1[cH:5][cH:6][c:7]([CH2:8][O:9][c:22]2[cH:23][c:24]([O:28][c:29]3[c:30]([C:35]([C:36](=[O:37])[O:38][CH3:39])=[CH:40][O:41][CH3:42])[cH:31][cH:32][cH:33][cH:34]3)[n:25][cH:26][n:27]2)[cH:10][cH:11]1.